This data is from the Open Reaction Database (ORD), a public repository of structured organic reaction records. The task is: describe an organic reaction: reactants, conditions, products, and yield The reactants are COC1CCC(CC1)CO (4-Methoxycyclohexylmethanol), P(Br)(Br)Br (Phosphorus tribromide). Run in C(Cl)(Cl)(Cl)Cl (carbon tetrachloride). Conditions: time 8 hour. The product is BrCC1CCC(CC1)OC (bromomethyl-4-methoxycyclohexane). As a reaction SMILES: [CH3:1][O:2][CH:3]1[CH2:8][CH2:7][CH:6]([CH2:9]O)[CH2:5][CH2:4]1.P(Br)(Br)[Br:12]>C(Cl)(Cl)(Cl)Cl>[Br:12][CH2:9][CH:6]1[CH2:7][CH2:8][CH:3]([O:2][CH3:1])[CH2:4][CH2:5]1. Procedure: 4-Methoxycyclohexylmethanol (10.5 g) was dissolved in carbon tetrachloride (45 g) and cooled with ice. Phosphorus tribromide (2.8 ml) was added dropwise to the above solution and stirred at ambient temperature overnight. The carbon tetrachloride layer was decanted and dried over magnesium sulfate. After filtering, the carbon tetrachloride from the filtrate was evaporated to yield pale yellow colored liquid of bromomethyl-4-methoxycyclohexane. Reactants: NC1=C(C(N(C=C1)[C@H]1[C@H](OC(C2=CC=CC=C2)=O)[C@H](OC(C2=CC=CC=C2)=O)[C@H](O1)COC(C1=CC=CC=C1)=O)=O)Br (4-amino-3-bromo-1-(2,3,5-tri-O-benzoyl-β-D-ribofuranosyl)-2(1H)-pyridinone), C[O-].[Na+] (sodium methoxide). Solvent: CO (methanol). Conditions: time 1 hour. Yields the product NC1=C(C(N(C=C1)[C@H]1[C@H](O)[C@H](O)[C@H](O1)CO)=O)Br (4-Amino-3-bromo-1-(β-D-ribofuranosyl)-2(1H)-pyridinone). RXN SMILES: [NH2:1][C:2]1[CH:7]=[CH:6][N:5]([C@@H:8]2[O:30][C@H:29]([CH2:31][O:32]C(=O)C3C=CC=CC=3)[C@@H:19]([O:20]C(=O)C3C=CC=CC=3)[C@H:9]2[O:10]C(=O)C2C=CC=CC=2)[C:4](=[O:41])[C:3]=1[Br:42].C[O-].[Na+]>CO>[NH2:1][C:2]1[CH:7]=[CH:6][N:5]([C@@H:8]2[O:30][C@H:29]([CH2:31][OH:32])[C@@H:19]([OH:20])[C@H:9]2[OH:10])[C:4](=[O:41])[C:3]=1[Br:42] |f:1.2|. Reported procedure: A solution of 3.52 g (5.6 mmol) of 4-amino-3-bromo-1-(2,3,5-tri-O-benzoyl-β-D-ribofuranosyl)-2(1H)-pyridinone and 0.556 mmol of sodium methoxide in 50 ml of methanol was stirred at room temperature for 24 hours. At the end of this time, 0.88 g of methanol-washed IRC-50 ion exchange resin (Dow Chemical Co., Midland, Mich., USA) in the hydrogen ion form were added to the solution, and the resulting mixture was stirred for one hour.